From a dataset of the Open Reaction Database (ORD), a public repository of structured organic reaction records. describe an organic reaction: reactants, conditions, products, and yield Reactants: C(C)(C)(C)OC(CN1C(=NC2=C1C=CC(=C2)N(CC2=CC(=CC=C2)F)S(=O)(=O)C2=CC=C(C=C2)F)CCC)=O ({5-[(4-Fluoro-benzenesulfonyl)-(3-fluoro-benzyl)-amino]-2-propyl-benzoimidazol-1-yl}-acetic acid tert-butyl ester), C(=O)(C(F)(F)F)O (TFA). The product is FC1=CC=C(C=C1)S(=O)(=O)N(C1=CC2=C(N(C(=N2)CCC)CC(=O)O)C=C1)CC1=CC(=CC=C1)F ({5-[(4-Fluoro-benzenesulfonyl)-(3-fluoro-benzyl)-amino]-2-propyl-benzoimidazol-1-yl}-acetic acid). Reaction SMILES: C([O:5][C:6](=[O:39])[CH2:7][N:8]1[C:12]2[CH:13]=[CH:14][C:15]([N:17]([S:26]([C:29]3[CH:34]=[CH:33][C:32]([F:35])=[CH:31][CH:30]=3)(=[O:28])=[O:27])[CH2:18][C:19]3[CH:24]=[CH:23][CH:22]=[C:21]([F:25])[CH:20]=3)=[CH:16][C:11]=2[N:10]=[C:9]1[CH2:36][CH2:37][CH3:38])(C)(C)C.C(O)(C(F)(F)F)=O>>[F:35][C:32]1[CH:33]=[CH:34][C:29]([S:26]([N:17]([CH2:18][C:19]2[CH:24]=[CH:23][CH:22]=[C:21]([F:25])[CH:20]=2)[C:15]2[CH:14]=[CH:13][C:12]3[N:8]([CH2:7][C:6]([OH:39])=[O:5])[C:9]([CH2:36][CH2:37][CH3:38])=[N:10][C:11]=3[CH:16]=2)(=[O:27])=[O:28])=[CH:30][CH:31]=1. Procedure details: {5-[(4-Fluoro-benzenesulfonyl)-(3-fluoro-benzyl)-amino]-2-propyl-benzoimidazol-1-yl}-acetic acid tert-butyl ester was treated with TFA (2 mL) for 2 hours, concentrated, and purified by preparative LCMS to give the title compound. MS calculated for C25H23F2N3O4S—H: 498, observed: 498.